Dataset: the Open Reaction Database (ORD), a public repository of structured organic reaction records. Task: describe an organic reaction: reactants, conditions, products, and yield The reactants are O=c1ccccn1C(=S)n1ccccc1=O, COc1ncccc1-c1ccnc(N)c1, ClCCl. The product is COc1ncccc1-c1ccnc(N=C=S)c1. As a reaction SMILES: [C:16](=[S:17])([n:18]1[cH:19][cH:20][cH:21][cH:22][c:23]1=[O:24])[n:25]1[cH:26][cH:27][cH:28][cH:29][c:30]1=[O:31].[CH3:1][O:2][c:3]1[n:4][cH:5][cH:6][cH:7][c:8]1-[c:9]1[cH:10][c:11]([NH2:15])[n:12][cH:13][cH:14]1.[Cl:32][CH2:33][Cl:34]>>[CH3:1][O:2][c:3]1[n:4][cH:5][cH:6][cH:7][c:8]1-[c:9]1[cH:10][c:11]([N:15]=[C:16]=[S:17])[n:12][cH:13][cH:14]1. The reactants are N#N (N2), N(=[N+]=[N-])[C@@H]1CN(C[C@H]1OS(=O)(=O)C1=CC=C(C)C=C1)C(=O)OC(C)(C)C (trans-tert-butyl 3-azido-4-(tosyloxy)pyrrolidine-1-carboxylate), C1CCOC1 (THF), [F-].C(CCC)[N+](CCCC)(CCCC)CCCC (tetra-n-butyl-ammonium fluoride). Product: N(=[N+]=[N-])[C@@H]1CN(C[C@@H]1F)C(=O)OC(C)(C)C (cis-tert-butyl 3-azido-4-fluoropyrrolidine-1-carboxylate). RXN SMILES: N#N.[N:3]([C@H:6]1[C@H:10](OS(C2C=CC(C)=CC=2)(=O)=O)[CH2:9][N:8]([C:22]([O:24][C:25]([CH3:28])([CH3:27])[CH3:26])=[O:23])[CH2:7]1)=[N+:4]=[N-:5].C1COCC1.[F-:34].C([N+](CCCC)(CCCC)CCCC)CCC>>[N:3]([C@H:6]1[C@@H:10]([F:34])[CH2:9][N:8]([C:22]([O:24][C:25]([CH3:28])([CH3:27])[CH3:26])=[O:23])[CH2:7]1)=[N+:4]=[N-:5] |f:3.4|. Procedure: In a flame dried round-bottomed flask equipped with a magnetic stir bar, a reflux condenser, and under inert atmosphere (N2), a solution of trans-tert-butyl 3-azido-4-(tosyloxy)pyrrolidine-1-carboxylate (438 mg, 1.15 mmol) in 1M tetra-n-butyl-ammonium fluoride solution in THF (7.00 mL, 7.00 mmol) was stirred at reflux overnight. The reaction mixture was concentrated under reduced pressure and the residue was extracted with CH2Cl2, washed with water, dried over MgSO4, filtered, and concentrated u...